This data is from the Open Reaction Database (ORD), a public repository of structured organic reaction records. The task is: describe an organic reaction: reactants, conditions, products, and yield The reactants are N#CC1(NC(=O)C2CC(S(=O)(=O)c3ccccc3C(F)(F)F)CN2)CC1, Cl, O=S(=O)(OCC(F)(F)C(F)(F)F)C(F)(F)F. The product is N#CC1(NC(=O)C2CC(S(=O)(=O)c3ccccc3C(F)(F)F)CN2CC(F)(F)C(F)(F)F)CC1. As a reaction SMILES: [C:2](#[N:3])[C:4]1([NH:7][C:8](=[O:9])[CH:10]2[NH:11][CH2:12][CH:13]([S:15](=[O:16])(=[O:17])[c:18]3[c:19]([C:24]([F:25])([F:26])[F:27])[cH:20][cH:21][cH:22][cH:23]3)[CH2:14]2)[CH2:5][CH2:6]1.[ClH:1].[F:28][C:29]([CH2:30][O:31][S:32]([C:33]([F:34])([F:35])[F:36])(=[O:37])=[O:38])([C:39]([F:40])([F:41])[F:42])[F:43]>>[C:2](#[N:3])[C:4]1([NH:7][C:8](=[O:9])[CH:10]2[N:11]([CH2:30][C:29]([F:28])([C:39]([F:40])([F:41])[F:42])[F:43])[CH2:12][CH:13]([S:15](=[O:16])(=[O:17])[c:18]3[c:19]([C:24]([F:25])([F:26])[F:27])[cH:20][cH:21][cH:22][cH:23]3)[CH2:14]2)[CH2:5][CH2:6]1.